This data is from the Open Reaction Database (ORD), a public repository of structured organic reaction records. The task is: describe an organic reaction: reactants, conditions, products, and yield Starting materials: CC1NC(CC1C(=O)OCC)=O (Ethyl rac-(2R,3S)-2-methyl-5-oxopyrrolidine-3-carboxylate), [H-].[Na+] (sodium hydride), [I-].C(C)(C)(C)[NH3+] (tert-butylammonium iodide), COC1=CC=C(CCl)C=C1 (4-methoxybenzyl chloride). Reaction conditions: time 10 hour. Procedure details: Ethyl rac-(2R,3S)-2-methyl-5-oxopyrrolidine-3-carboxylate (30 g, 0.18 mol) in DMF (100 mL) was carefully added to a suspension of sodium hydride (7.6 g, 0.19 mol, 60% in mineral oil) in DMF (400 mL) at 0° C. The resulting mixture was stirred for 1 hour before 4-methoxybenzyl chloride (32.8 g, 28.5 mL, 0.21 mol) was added dropwise, followed by tert-butylammonium iodide (13 g, 35 mmol). The reaction mixture was stirred at room temperature for 10 hours and then quenched by adding saturated aqueous ... Solvent: CN(C)C=O (DMF), CN(C)C=O (DMF). Yields the product COC1=CC=C(CN2C(C(CC2=O)C(=O)OCC)C)C=C1 (ethyl rac-(2R,3S)-1-(4-methoxybenzyl)-2-methyl-5-oxopyrrolidine-3-carboxylate). Reaction SMILES: [CH3:1][CH:2]1[CH:6]([C:7]([O:9][CH2:10][CH3:11])=[O:8])[CH2:5][C:4](=[O:12])[NH:3]1.[H-].[Na+].[CH3:15][O:16][C:17]1[CH:24]=[CH:23][C:20]([CH2:21]Cl)=[CH:19][CH:18]=1.[I-].C([NH3+])(C)(C)C>CN(C=O)C>[CH3:15][O:16][C:17]1[CH:24]=[CH:23][C:20]([CH2:21][N:3]2[C:4](=[O:12])[CH2:5][CH:6]([C:7]([O:9][CH2:10][CH3:11])=[O:8])[CH:2]2[CH3:1])=[CH:19][CH:18]=1 |f:1.2,4.5|. Starting materials: CCO, CC1(C)Oc2ccc(C#N)cc2C(N)C1O, O=C=Nc1ccccc1. Yields the product CC1(C)Oc2ccc(C#N)cc2C(NC(=O)Nc2ccccc2)C1O. As a reaction SMILES: [CH3:26][CH2:27][OH:28].[NH2:1][CH:2]1[CH:3]([OH:16])[C:4]([CH3:14])([CH3:15])[O:5][c:6]2[c:7]1[cH:8][c:9]([C:12]#[N:13])[cH:10][cH:11]2.[c:17]1([N:23]=[C:24]=[O:25])[cH:18][cH:19][cH:20][cH:21][cH:22]1>>[NH:1]([CH:2]1[CH:3]([OH:16])[C:4]([CH3:14])([CH3:15])[O:5][c:6]2[c:7]1[cH:8][c:9]([C:12]#[N:13])[cH:10][cH:11]2)[C:24]([NH:23][c:17]1[cH:18][cH:19][cH:20][cH:21][cH:22]1)=[O:25].